Dataset: the Open Reaction Database (ORD), a public repository of structured organic reaction records. Task: describe an organic reaction: reactants, conditions, products, and yield Reactants: C([O-])(O)=O.[Na+] (sodium bicarbonate), C(CCCCCCCCCCCCC)OC1=CC=C(C=C1)CN (4-(Tetradecyloxy)benzenemethanamine), 4-N,N-dimethylaminopyridine, C(C)(=O)OC(C)=O (acetic anhydride). Run in C(Cl)Cl (methylene chloride), C(Cl)Cl (methylene chloride). Reaction conditions: time 69 hour. Product: C(CCCCCCCCCCCCC)OC1=CC=C(C=C1)CNC(C)=O (N-[[4-(Tetradecyloxy)phenyl]methyl]acetamide). RXN SMILES: [CH2:1]([O:15][C:16]1[CH:21]=[CH:20][C:19]([CH2:22][NH2:23])=[CH:18][CH:17]=1)[CH2:2][CH2:3][CH2:4][CH2:5][CH2:6][CH2:7][CH2:8][CH2:9][CH2:10][CH2:11][CH2:12][CH2:13][CH3:14].[C:24](OC(=O)C)(=[O:26])[CH3:25].C(=O)(O)[O-].[Na+]>C(Cl)Cl>[CH2:1]([O:15][C:16]1[CH:21]=[CH:20][C:19]([CH2:22][NH:23][C:24](=[O:26])[CH3:25])=[CH:18][CH:17]=1)[CH2:2][CH2:3][CH2:4][CH2:5][CH2:6][CH2:7][CH2:8][CH2:9][CH2:10][CH2:11][CH2:12][CH2:13][CH3:14] |f:2.3|. Procedure: To a room temperature mixture of 15 g of product from Example 99, 0.229 g of 4-N,N-dimethylaminopyridine and 50 ml of methylene chloride is added 5 ml of acetic anhydride. An additional 50 ml of methylene chloride is added and the solution is stirred at room temperature for 69 hours. The reaction is poured into half saturated sodium bicarbonate and extracted with methylene chloride. The combined organic layers are washed with half saturated sodium bicarbonate, water and saturated sodium chloride...